This data is from the Open Reaction Database (ORD), a public repository of structured organic reaction records. The task is: describe an organic reaction: reactants, conditions, products, and yield Reactants: C1=C(C=CC2=CC=CC=C12)CC(=O)O (2-naphthylacetic acid), NC(C(=O)OCC(C)C)CC (iso-butyl 2-aminobutyrate). The product is C(C(C)C)OC(C(CC)NC(CC1=CC2=CC=CC=C2C=C1)=O)=O (2-[(2-naphthyl)acetamido]butyric acid iso-butyl ester). RXN SMILES: [CH:1]1[C:10]2[C:5](=[CH:6][CH:7]=[CH:8][CH:9]=2)[CH:4]=[CH:3][C:2]=1[CH2:11][C:12]([OH:14])=O.[NH2:15][CH:16]([CH2:24][CH3:25])[C:17]([O:19][CH2:20][CH:21]([CH3:23])[CH3:22])=[O:18]>>[CH2:20]([O:19][C:17](=[O:18])[CH:16]([NH:15][C:12](=[O:14])[CH2:11][C:2]1[CH:3]=[CH:4][C:5]2[C:10](=[CH:9][CH:8]=[CH:7][CH:6]=2)[CH:1]=1)[CH2:24][CH3:25])[CH:21]([CH3:22])[CH3:23]. Reported procedure: Following General Procedure BI above and using 2-naphthylacetic acid (Aldrich) and iso-butyl 2-aminobutyrate (prepared following General Procedure BJ above), the title compound was prepared. The reaction was monitored by tic on silica gel and purification was by filtration as described in the general procedure. RXN SMILES: F[C:2]1[CH:11]=[C:10]2[C:5]([NH:6][C:7](=[O:16])[C:8]3[N:9]2[C:12](=[O:15])[NH:13][N:14]=3)=[CH:4][C:3]=1[N+:17]([O-:19])=[O:18].[C:20]1([C:26]2[N:27]=[CH:28][NH:29][CH:30]=2)[CH:25]=[CH:24][CH:23]=[CH:22][CH:21]=1>>[C:20]1([C:26]2[N:27]=[CH:28][N:29]([C:2]3[CH:11]=[C:10]4[C:5]([NH:6][C:7](=[O:16])[C:8]5[N:9]4[C:12](=[O:15])[NH:13][N:14]=5)=[CH:4][C:3]=3[N+:17]([O-:19])=[O:18])[CH:30]=2)[CH:21]=[CH:22][CH:23]=[CH:24][CH:25]=1. Procedure: The title compound was prepared from 8-fluoro-7-nitro[1,2,4]triazolo[4,3-a]quinoxaline-1,4(2H,5H)-dione and 4-phenylimidazole by a method analogous to the method described in example 11. M.p. 365° C. (decomp.). Product: C1(=CC=CC=C1)C=1N=CN(C1)C1=C(C=C2NC(C=3N(C2=C1)C(NN3)=O)=O)[N+](=O)[O-] (8-(4-Phenyl-1H-imidazol-1-yl)-7-nitro[1,2,4]triazolo[4,3-a]quinoxaline-1,4-(2H,5H)-dione). The reactants are FC1=C(C=C2NC(C=3N(C2=C1)C(NN3)=O)=O)[N+](=O)[O-] (8-fluoro-7-nitro[1,2,4]triazolo[4,3-a]quinoxaline-1,4(2H,5H)-dione), C1(=CC=CC=C1)C=1N=CNC1 (4-phenylimidazole). Reactants: CCOCCO, COc1cc2ncc(C#N)c(Cl)c2cc1OC, Cl, Nc1cc(Br)c(O)c(Br)c1, c1ccncc1. The product is COc1cc2ncc(C#N)c(Nc3cc(Br)c(O)c(Br)c3)c2cc1OC. As a reaction SMILES: [CH3:35][CH2:36][O:37][CH2:38][CH2:39][OH:40].[Cl:1][c:2]1[c:3]([C:16]#[N:17])[cH:4][n:5][c:6]2[cH:7][c:8]([O:14][CH3:15])[c:9]([O:12][CH3:13])[cH:10][c:11]12.[ClH:18].[NH2:25][c:26]1[cH:27][c:28]([Br:34])[c:29]([OH:33])[c:30]([Br:32])[cH:31]1.[n:19]1[cH:20][cH:21][cH:22][cH:23][cH:24]1>>[c:2]1([NH:25][c:26]2[cH:27][c:28]([Br:34])[c:29]([OH:33])[c:30]([Br:32])[cH:31]2)[c:3]([C:16]#[N:17])[cH:4][n:5][c:6]2[cH:7][c:8]([O:14][CH3:15])[c:9]([O:12][CH3:13])[cH:10][c:11]12. The reactants are O (water), C1=CC=CC=2SC3=CC=CC=C3NC12 (Phenothiazine), BrCCCCCCBr (1,6-dibromohexane), [OH-].[Na+] (NaOH). Solvent: C(Cl)(Cl)Cl (CHCl3), CN(C=O)C (DMF). Reaction conditions: time 8 hour. Yields the product BrCCCCCCN1C2=CC=CC=C2SC=2C=CC=CC12 (10-(6-bromo-hexyl)-10H-phenothiazine). Isolated yield 49.7%. As a reaction SMILES: [CH:1]1[C:14]2[NH:13][C:12]3[C:7](=[CH:8][CH:9]=[CH:10][CH:11]=3)[S:6][C:5]=2[CH:4]=[CH:3][CH:2]=1.[Br:15][CH2:16][CH2:17][CH2:18][CH2:19][CH2:20][CH2:21]Br.[OH-].[Na+].O>CN(C)C=O.C(Cl)(Cl)Cl>[Br:15][CH2:16][CH2:17][CH2:18][CH2:19][CH2:20][CH2:21][N:13]1[C:14]2[CH:1]=[CH:2][CH:3]=[CH:4][C:5]=2[S:6][C:7]2[C:12]1=[CH:11][CH:10]=[CH:9][CH:8]=2 |f:2.3|. Procedure: Phenothiazine (5.0 g, 0.025 mol) and 1,6-dibromohexane (10.0 g, 0.065 mol) were dissolved in 100 mL of DMF (dimethyl formamide), and NaOH (sodium hydride, 0.98 g, 0.041 mol) was slowly added at room temperature. The resulting mixture was stirred at room temperature for 8 hr. After completion of the reaction, work-up was implemented in a solvent mixture of water and CHCl3 at 1:1. Thereafter, the organic layer was separated using an extraction method, and the solvent was removed under reduced pres... Starting materials: NC=1SC=C(N1)/C(/C(=O)OCC)=N/O (ethyl 2-(2-amino-4-thiazolyl)-2-(Z)-hydroxyimino-acetate), C(C)N(C(CCl)=O)CC (N,N-diethylchloroacetamide), C(C)N(C(C)C)C(C)C (N-ethyldiisopropylamine), [I-].[Na+] (sodium iodide). Run in C(C)#N (acetonitrile), C(C)(=O)OCC (ethyl acetate). Yields the product NC=1SC=C(N1)/C(/C(=O)OCC)=N/OCC(N(CC)CC)=O (ethyl 2-(2-amino-4-thiazolyl)-2-[(Z)-[(diethylcarbamoyl)methoxy]imino]-acetate). Yield: 77.9%. As a reaction SMILES: [NH2:1][C:2]1[S:3][CH:4]=[C:5](/[C:7](=[N:13]/[OH:14])/[C:8]([O:10][CH2:11][CH3:12])=[O:9])[N:6]=1.[CH2:15]([N:17]([CH2:22][CH3:23])[C:18](=[O:21])[CH2:19]Cl)[CH3:16].C(N(C(C)C)C(C)C)C.[I-].[Na+]>C(#N)C.C(OCC)(=O)C>[NH2:1][C:2]1[S:3][CH:4]=[C:5](/[C:7](=[N:13]/[O:14][CH2:19][C:18](=[O:21])[N:17]([CH2:22][CH3:23])[CH2:15][CH3:16])/[C:8]([O:10][CH2:11][CH3:12])=[O:9])[N:6]=1 |f:3.4|. Procedure: 57.3 g of ethyl 2-(2-amino-4-thiazolyl)-2-(Z)-hydroxyimino-acetate, 80 g of N,N-diethylchloroacetamide, 138.7 ml of N-ethyldiisopropylamine and 80 g of sodium iodide are stirred at room temperature for 12 hours in 1.1 l of acetonitrile. The mixture is subsequently diluted with 5 l of ethyl acetate, washed with water, dried over magnesium sulphate and concentrated to a small volume. The compound which crystallizes out is filtered off and dried. There are obtained 68.1 g of ethyl 2-(2-amino-4-thia...